Dataset: the Open Reaction Database (ORD), a public repository of structured organic reaction records. Task: describe an organic reaction: reactants, conditions, products, and yield Starting materials: NC1=C(C=C(C(=O)NC=2SC=CN2)C=C1)OC (4-amino-3-methoxy-N-thiazol-2-yl-benzamide), N1=CC=CC=C1 (pyridine), NC1=C(C=C(C(=O)NC=2SC=CN2)C=C1)OC (4-amino-3-methoxy-N-thiazol-2-yl-benzamide), CC(CC(=O)Cl)(C)C (3,3-dimethyl-butyric acid chloride). Solvent: ClCCCl.CN(C)C=O (1,2-dichloroethane DMF). Reaction conditions: time 2 hour. Product: CC(CC(=O)NC1=C(C=C(C(=O)NC=2SC=CN2)C=C1)OC)(C)C (4-(3,3-Dimethyl-butyrylamino)-3-methoxy-N-thiazol-2-yl-benzamide). As a reaction SMILES: [NH2:1][C:2]1[CH:15]=[CH:14][C:5]([C:6]([NH:8][C:9]2[S:10][CH:11]=[CH:12][N:13]=2)=[O:7])=[CH:4][C:3]=1[O:16][CH3:17].N1C=CC=CC=1.[CH3:24][C:25]([CH3:31])([CH3:30])[CH2:26][C:27](Cl)=[O:28]>ClCCCl.CN(C=O)C>[CH3:24][C:25]([CH3:31])([CH3:30])[CH2:26][C:27]([NH:1][C:2]1[CH:15]=[CH:14][C:5]([C:6]([NH:8][C:9]2[S:10][CH:11]=[CH:12][N:13]=2)=[O:7])=[CH:4][C:3]=1[O:16][CH3:17])=[O:28] |f:3.4|. Reported procedure: To 200 μL of a 0.2 M stock solution of 4-amino-3-methoxy-N-thiazol-2-yl-benzamide in 1,2-dichloroethane/DMF, containing 1.2 mmol pyridine per mmol 4-amino-3-methoxy-N-thiazol-2-yl-benzamide, was added 0.05 mmol of 3,3-dimethyl-butyric acid chloride. The reaction mixture was incubated at ambient temperature for 2 h. Purification was performed by preparative HPLC-MS.